This data is from the Open Reaction Database (ORD), a public repository of structured organic reaction records. The task is: describe an organic reaction: reactants, conditions, products, and yield Starting materials: S(=O)(Cl)Cl (Thionyl chloride), C(C(=O)C)C1=CC=C(C(=O)O)C=C1 (4-acetonylbenzoic acid). The solvent is C1=CC=CC=C1 (benzene). The product is C(C(=O)C)C1=CC=C(C(=O)Cl)C=C1 (4-Acetonylbenzoyl chloride). As a reaction SMILES: S(Cl)([Cl:3])=O.[CH2:5]([C:9]1[CH:17]=[CH:16][C:12]([C:13](O)=[O:14])=[CH:11][CH:10]=1)[C:6]([CH3:8])=[O:7]>C1C=CC=CC=1>[CH2:5]([C:9]1[CH:17]=[CH:16][C:12]([C:13]([Cl:3])=[O:14])=[CH:11][CH:10]=1)[C:6]([CH3:8])=[O:7]. Reported procedure: Thionyl chloride (1.45 ml) was added to 4-acetonylbenzoic acid (3.56 g) in benzene and the mixture refluxed for 1 hour. Benzene was evaporated to give the title compound as a yellow oil, 2.61 g, (bp 135°-140°/0.5 mm). γ (CDCl3) 7.78 (3H, s), 6.17 (2H, s), 2.63 (2H, d, J=9 Hz), 1.88 (2H, d, J=9 Hz).